This data is from the Open Reaction Database (ORD), a public repository of structured organic reaction records. The task is: describe an organic reaction: reactants, conditions, products, and yield The reactants are FC(C(=O)O)(F)F.CC(CCOC1=NC(=C2N=C(NC2=N1)OC)N)C (2-[(3-methylbutyl)oxy]-8-methoxy-9H-purin-6-amine trifluoroacetic acid salt), C([O-])([O-])=O.[K+].[K+] (potassium carbonate), BrCC1CCOCC1 (4-(bromomethyl)tetrahydro-2H-pyran). Solvent: CCOC(=O)C (EtOAc), CN(C)C=O (DMF). Conditions: temperature 60 celsius, time 90 minute. The product is CC(CCOC1=NC(=C2N=C(N(C2=N1)CC1CCOCC1)OC)N)C (2-[(3-Methylbutyl)oxy]-8-(methoxy)-9-(tetrahydro-2H-pyran-4-ylmethyl)-9H-Purin-6-amine). The yield is 38.0%. As a reaction SMILES: FC(F)(F)C(O)=O.[CH3:8][CH:9]([CH3:25])[CH2:10][CH2:11][O:12][C:13]1[N:21]=[C:20]2[C:16]([N:17]=[C:18]([O:22][CH3:23])[NH:19]2)=[C:15]([NH2:24])[N:14]=1.C(=O)([O-])[O-].[K+].[K+].Br[CH2:33][CH:34]1[CH2:39][CH2:38][O:37][CH2:36][CH2:35]1>CN(C=O)C.CCOC(C)=O>[CH3:8][CH:9]([CH3:25])[CH2:10][CH2:11][O:12][C:13]1[N:21]=[C:20]2[C:16]([N:17]=[C:18]([O:22][CH3:23])[N:19]2[CH2:33][CH:34]2[CH2:39][CH2:38][O:37][CH2:36][CH2:35]2)=[C:15]([NH2:24])[N:14]=1 |f:0.1,2.3.4|. Procedure: To a solution of 2-[(3-methylbutyl)oxy]-8-methoxy-9H-purin-6-amine trifluoroacetic acid salt (143 mg) in dry DMF (2.42 mL) was added potassium carbonate (217 mg) and the mixture was stirred at 60° C. for 90 mins. The reaction was cooled and 4-(bromomethyl)tetrahydro-2H-pyran (77 mg) was added. The reaction was stirred at 50° C. overnight and was cooled to room temperature. The mixture was taken up in EtOAc (30 mL) and extracted with water (2×15 mL). The organics were separated, dried over MgSO4 ... Product: FC(C(=O)O)(F)F.FC(C(=O)O)(F)F.ClC=1C=C(C=C(C1OC(C)C)Cl)C1=NNC=C1CN(CCNC)C (([3-[3,5-dichloro-4-(propan-2-yloxy)phenyl]-1H-pyrazol-4-yl]methyl)(methyl)[2-(methylamino)ethyl]amine bis(trifluoroacetic acid) salt). Procedure details: A solution of tert-butyl N-[2-[([3-[3,5-dichloro-4-(propan-2-yloxy)phenyl]-1-(oxan-2-yl)-1H-pyrazol-4-yl]methyl)(methyl)amino]ethyl]-N-methylcarbamate (210 mg, 0.38 mmol, 1.00 equiv) in 3N hydrochloric acid (20 mL) was stirred at 40° C. overnight. The resulting solution was washed with 3×10 mL of dichloromethane. The aqueous layer was concentrated under vacuum and the crude product was purified by Prep-HPLC with the following conditions (2#-Waters 2767-2(HPLC-08)): Column, Xbridge Shield RP 18, ... Yield: 46.7%. Starting materials: O (water), C(=O)(C(F)(F)F)O (CF3COOH), CC#N (CH3CN), CC#N (CH3CN), ClC=1C=C(C=C(C1OC(C)C)Cl)C1=NN(C=C1CN(CCN(C(OC(C)(C)C)=O)C)C)C1OCCCC1 (tert-butyl N-[2-[([3-[3,5-dichloro-4-(propan-2-yloxy)phenyl]-1-(oxan-2-yl)-1H-pyrazol-4-yl]methyl)(methyl)amino]ethyl]-N-methylcarbamate). Solvent: Cl (hydrochloric acid). Conditions: time 10 minute. RXN SMILES: [Cl:1][C:2]1[CH:3]=[C:4]([C:13]2[C:17]([CH2:18][N:19]([CH3:31])[CH2:20][CH2:21][N:22](C)[C:23](=O)OC(C)(C)C)=[CH:16][N:15](C3CCCCO3)[N:14]=2)[CH:5]=[C:6]([Cl:12])[C:7]=1[O:8][CH:9]([CH3:11])[CH3:10].O.[C:39]([OH:45])([C:41]([F:44])([F:43])[F:42])=[O:40].CC#N>Cl>[F:42][C:41]([F:44])([F:43])[C:39]([OH:45])=[O:40].[F:42][C:41]([F:44])([F:43])[C:39]([OH:45])=[O:40].[Cl:1][C:2]1[CH:3]=[C:4]([C:13]2[C:17]([CH2:18][N:19]([CH3:31])[CH2:20][CH2:21][NH:22][CH3:23])=[CH:16][NH:15][N:14]=2)[CH:5]=[C:6]([Cl:12])[C:7]=1[O:8][CH:9]([CH3:11])[CH3:10] |f:5.6.7|. The reactants are CC([O-])C.[Al+3].CC([O-])C.CC([O-])C (aluminum isopropoxide), CC(C=O)(CC(=C)C)C1C(C(=CC1)C)(C)C (2,4-dimethyl-2-(2,2,3-trimethylcyclopent-3-en-1-yl)-4-pentenal). The solvent is C(C)(C)O (isopropanol). Yields the product CC1(C(CC=C1C)C(CO)(CC(=C)C)C)C (2-(2,2,3-Trimethylcyclopent-3-en-1-yl)-2,4-dimethyl-4-pentenol). The yield is 95.9%. As a reaction SMILES: CC(C)[O-].[Al+3].CC(C)[O-].CC(C)[O-].[CH3:14][C:15]([CH:22]1[CH2:26][CH:25]=[C:24]([CH3:27])[C:23]1([CH3:29])[CH3:28])([CH2:18][C:19]([CH3:21])=[CH2:20])[CH:16]=[O:17]>C(O)(C)C>[CH3:28][C:23]1([CH3:29])[C:24]([CH3:27])=[CH:25][CH2:26][CH:22]1[C:15]([CH3:14])([CH2:18][C:19]([CH3:21])=[CH2:20])[CH2:16][OH:17] |f:0.1.2.3|. Procedure details: A 4 neck 1 liter round bottomed flask was charged with 400 g of dry isopropanol and 100 g of aluminum isopropoxide (0.48 mole). The contents of the flask were refluxed (80° C.) and 200 g of 2,4-dimethyl-2-(2,2,3-trimethylcyclopent-3-en-1-yl)-4-pentenal at 95.2% (0.865 mole) were added dropwise under nitrogen over 80 minutes. The reaction was refluxed for 2 hours. Then the lights were distilled off to a pot temperature of 110° C. After cooling the batch was extracted with 150 ml of 10% sulfuric a... The reactants are FC=1C=C(OC2=CC=C(C=O)C=C2)C=CC1F (4-(3,4-difluorophenoxy)benzaldehyde), CC(C(=O)NC1=CC(=CC=C1)C1CCNCC1)C (2-methyl-N-[3-(4-piperidinyl)phenyl]propanamide). Yields the product FC=1C=C(OC2=CC=C(CN3CCC(CC3)C=3C=C(C=CC3)NC(C(C)C)=O)C=C2)C=CC1F (N-(3-{1-[4-(3,4-DIFLUOROPHENOXY)BENZYL]-4-PIPERIDINYL}PHENYL)-2-METHYLPROPANAMIDE). Reaction SMILES: [F:1][C:2]1[CH:3]=[C:4]([CH:14]=[CH:15][C:16]=1[F:17])[O:5][C:6]1[CH:13]=[CH:12][C:9]([CH:10]=O)=[CH:8][CH:7]=1.[CH3:18][CH:19]([CH3:35])[C:20]([NH:22][C:23]1[CH:28]=[CH:27][CH:26]=[C:25]([CH:29]2[CH2:34][CH2:33][NH:32][CH2:31][CH2:30]2)[CH:24]=1)=[O:21]>>[F:1][C:2]1[CH:3]=[C:4]([CH:14]=[CH:15][C:16]=1[F:17])[O:5][C:6]1[CH:13]=[CH:12][C:9]([CH2:10][N:32]2[CH2:33][CH2:34][CH:29]([C:25]3[CH:24]=[C:23]([NH:22][C:20](=[O:21])[CH:19]([CH3:18])[CH3:35])[CH:28]=[CH:27][CH:26]=3)[CH2:30][CH2:31]2)=[CH:8][CH:7]=1. Procedure: Prepared by Procedure F and Scheme R using 4-(3,4-difluorophenoxy)benzaldehyde and 2-methyl-N-[3-(4-piperidinyl)phenyl]propanamide: ESMS m/e: 465.2 (M+H)+. The yield is 16.0%. Procedure details: Using the procedure in Example 12 and substituting isatoic anhydride for 5-chloroisatoic anhydride and 4-chloroisatin for 5-fluoroisatin gave the title compound in 16% yield: mp 294°-295.7° C.; 1H NMR (300 MHz, DMSO-d6) δ 8.49 (d, 1H) 8.33 (d, 1H) 7.97 (d, 2H) 7.81-7.90 (m, 1H) 7.72-7.80 (m, 1H) 7.52 (d, 1H); MS (M+H)+ 283. Reaction SMILES: Cl[C:2]1[CH:13]=[C:6]2[C:7](OC(=O)[NH:11][C:5]2=[CH:4][CH:3]=1)=[O:8].[Cl:14][C:15]1[CH:23]=[CH:22][CH:21]=[C:20]2[C:16]=1[C:17](=[O:25])[C:18](=O)[NH:19]2.FC1C=C2C(=CC=1)NC(=O)C2=O>>[Cl:14][C:15]1[CH:23]=[CH:22][CH:21]=[C:20]2[C:16]=1[C:17](=[O:25])[C:18]1[N:19]2[C:7](=[O:8])[C:6]2[C:5](=[CH:4][CH:3]=[CH:2][CH:13]=2)[N:11]=1. Product: ClC1=C2C(C3=NC4=CC=CC=C4C(N3C2=CC=C1)=O)=O (7-Chloroindolo[2,1-b]quinazoline-6,12-dione). The reactants are ClC1=CC=C2C(C(=O)OC(N2)=O)=C1 (5-chloroisatoic anhydride), ClC1=C2C(C(NC2=CC=C1)=O)=O (4-chloroisatin), FC=1C=C2C(C(NC2=CC1)=O)=O (5-fluoroisatin).